From a dataset of the Open Reaction Database (ORD), a public repository of structured organic reaction records. describe an organic reaction: reactants, conditions, products, and yield Starting materials: FC(S(=O)(=O)OC=1C([C@@H]2CC[C@]3([C@@]4(CC[C@@]5([C@@H]([C@H]4CC[C@@H]3[C@]2(CC1)C)[C@@H](CC5)C(=C)C)N)C)C)(C)C)(F)F ((1R,3aS,5aR,5bR,7aR,11aR,11bR,13aR,13bR)-3a-amino-5a,5b,8,8,11a-pentamethyl-1-(prop-1-en-2-yl)-2,3,3a,4,5,5a,5b,6,7,7a,8,11,11a,11b,12,13,13a,13b-octadecahydro-1H-cyclopenta[a]chrysen-9-yl trifluoromethanesulfonate), CC1(OB(OC1(C)C)C1=CC2C(C2C1)C(=O)OCC)C (ethyl 3-(4,4,5,5-tetramethyl-1,3,2-dioxaborolan-2-yl)bicyclo[3.1.0]hex-2-ene-6-carboxylate). Yields the product N[C@]12[C@@H]([C@H]3CC[C@@H]4[C@]5(CC=C(C([C@@H]5CC[C@]4([C@@]3(CC1)C)C)(C)C)C1=CC3C(C3C1)C(=O)OCC)C)[C@@H](CC2)C(=C)C (ethyl 3-((1R,3aS,5aR,5bR,7aR,11aS,11bR,13aR,13bR)-3a-amino-5a,5b,8,8,11a-pentamethyl-1-(prop-1-en-2-yl)-2,3,3a,4,5,5a,5b,6,7,7a,8,11,11a,11b,12,13,13a,13b-octadecahydro-1H-cyclopenta[a]chrysen-9-yl)bicyclo[3.1.0]hex-2-ene-6-carboxylate). Isolated yield 86.6%. As a reaction SMILES: FC(F)(F)S(O[C:7]1[C:8]([CH3:36])([CH3:35])[C@H:9]2[C@:22]([CH3:25])([CH2:23][CH:24]=1)[C@@H:21]1[C@:12]([CH3:34])([C@@:13]3([CH3:33])[C@H:18]([CH2:19][CH2:20]1)[C@H:17]1[C@H:26]([C:29]([CH3:31])=[CH2:30])[CH2:27][CH2:28][C@:16]1([NH2:32])[CH2:15][CH2:14]3)[CH2:11][CH2:10]2)(=O)=O.CC1(C)C(C)(C)OB([C:47]2[CH2:52][CH:51]3[CH:49]([CH:50]3[C:53]([O:55][CH2:56][CH3:57])=[O:54])[CH:48]=2)O1>>[NH2:32][C@:16]12[CH2:28][CH2:27][C@@H:26]([C:29]([CH3:31])=[CH2:30])[C@@H:17]1[C@@H:18]1[C@@:13]([CH3:33])([CH2:14][CH2:15]2)[C@@:12]2([CH3:34])[C@@H:21]([C@:22]3([CH3:25])[C@@H:9]([CH2:10][CH2:11]2)[C:8]([CH3:35])([CH3:36])[C:7]([C:47]2[CH2:52][CH:51]4[CH:49]([CH:50]4[C:53]([O:55][CH2:56][CH3:57])=[O:54])[CH:48]=2)=[CH:24][CH2:23]3)[CH2:20][CH2:19]1. Reported procedure: The titled compound was prepared in 86.6% yield following the method described in step 1 for the preparation of Example 1 described above, using (1R,3aS,5aR,5bR,7aR,11aR,11bR,13aR,13bR)-3a-amino-5a,5b,8,8,11a-pentamethyl-1-(prop-1-en-2-yl)-2,3,3a,4,5,5a,5b,6,7,7a,8,11,11a,11b,12,13,13a,13b-octadecahydro-1H-cyclopenta[a]chrysen-9-yl trifluoromethanesulfonate and ethyl 3-(4,4,5,5-tetramethyl-1,3,2-dioxaborolan-2-yl)bicyclo[3.1.0]hex-2-ene-6-carboxylate as the reactants. MS: m/e 543.5 (M−16)+, 2.87... Reported procedure: A 40 l V4A steel stirred reactor was initially charged with 18.0 kg (114 mol) of 1,3-diisopropenylbenzene. 10.1 kg (277 mol) of hydrogen chloride were passed in within 8 h at an internal temperature of 5-10° C. (brine cooling) and an internal pressure of 1.1 bar. The remaining HCl was removed by stripping with nitrogen. 26 kg (99%) of 1,3-bis(α-chloroisopropyl)benzene were obtained as a colorless liquid; chlorine content 30.1%; 1H-NMR (CD2Cl2, 360 MHZ): 2.00 (s, 12 H, methyl), 7.29–7.52 (m, 3 H,... Yield: 99.0%. As a reaction SMILES: [C:1]([C:4]1[CH:9]=[CH:8][CH:7]=[C:6]([C:10]([CH3:12])=[CH2:11])[CH:5]=1)([CH3:3])=[CH2:2].[ClH:13].[Cl-:14].[Na+].O>>[Cl:13][C:10]([C:6]1[CH:7]=[CH:8][CH:9]=[C:4]([C:1]([Cl:14])([CH3:3])[CH3:2])[CH:5]=1)([CH3:12])[CH3:11] |f:2.3.4|. The reactants are C(=C)(C)C1=CC(=CC=C1)C(=C)C (1,3-diisopropenylbenzene), Cl (hydrogen chloride), [Cl-].[Na+].O (brine). The product is ClC(C)(C)C1=CC(=CC=C1)C(C)(C)Cl (1,3-bis(α-chloroisopropyl)benzene). The reactants are C(CCC)OC1=NC(=C2N=C(N(C2=N1)CCC1CCNCC1)OC)N (2-(butyloxy)-8-(methyloxy)-9-[2-(4-piperidinyl)ethyl]-9H-purin-6-amine), IC1CCCCC1 (iodocyclohexane). Yields the product NC1=C2NC(N(C2=NC(=N1)OCCCC)CCC1CCN(CC1)C1CCCC1)=O (6-Amino-2-(butyloxy)-9-[2-(1-cyclopentyl-4-piperidinyl)ethyl]-7,9-dihydro-8H-purin-8-one). As a reaction SMILES: [CH2:1]([O:5][C:6]1[N:14]=[C:13]2[C:9]([N:10]=[C:11]([O:23]C)[N:12]2[CH2:15][CH2:16][CH:17]2[CH2:22][CH2:21][NH:20][CH2:19][CH2:18]2)=[C:8]([NH2:25])[N:7]=1)[CH2:2][CH2:3][CH3:4].I[CH:27]1[CH2:32][CH2:31][CH2:30][CH2:29]C1>>[NH2:25][C:8]1[N:7]=[C:6]([O:5][CH2:1][CH2:2][CH2:3][CH3:4])[N:14]=[C:13]2[C:9]=1[NH:10][C:11](=[O:23])[N:12]2[CH2:15][CH2:16][CH:17]1[CH2:18][CH2:19][N:20]([CH:29]2[CH2:30][CH2:31][CH2:32][CH2:27]2)[CH2:21][CH2:22]1. Procedure details: Prepared similarly to Example 80 from 2-(butyloxy)-8-(methyloxy)-9-[2-(4-piperidinyl)ethyl]-9H-purin-6-amine and iodocyclohexane. The reactants are C(C)N(C1=CC(=C(C(=O)C=2C(=NC=CN2)C(=O)O)C=C1)C)CC (3-[4-(diethylamino)-2-methylbenzoyl]-2-pyrazinecarboxylic acid), CCCCCCCCC1=CC=C(C=C1)NC2=CC=C(C=C2)CCCCCCCC (4,4'-dioctyldiphenylamine), C(C)(=O)OC(C)=O (acetic anhydride). Solvent: O (water). Yields the product C(C)N(C1=CC(=C(C=C1)C1(OC(C=2C1=NC=CN2)=O)N(C2=CC=C(C=C2)CCCCCCCC)C2=CC=C(C=C2)CCCCCCCC)C)CC (7-[4-(diethylamino)-2-methylphenyl]-7-[bis(4-octylphenyl)amino]furo[3,4-b]pyrazine-5(7H)-one). Reaction SMILES: [CH2:1]([N:3]([CH2:22][CH3:23])[C:4]1[CH:20]=[CH:19][C:7]([C:8]([C:10]2[C:11]([C:16]([OH:18])=[O:17])=[N:12][CH:13]=[CH:14][N:15]=2)=O)=[C:6]([CH3:21])[CH:5]=1)[CH3:2].[CH3:24][CH2:25][CH2:26][CH2:27][CH2:28][CH2:29][CH2:30][CH2:31][C:32]1[CH:37]=[CH:36][C:35]([NH:38][C:39]2[CH:44]=[CH:43][C:42]([CH2:45][CH2:46][CH2:47][CH2:48][CH2:49][CH2:50][CH2:51][CH3:52])=[CH:41][CH:40]=2)=[CH:34][CH:33]=1.C(OC(=O)C)(=O)C>O>[CH2:1]([N:3]([CH2:22][CH3:23])[C:4]1[CH:20]=[CH:19][C:7]([C:8]2([N:38]([C:39]3[CH:44]=[CH:43][C:42]([CH2:45][CH2:46][CH2:47][CH2:48][CH2:49][CH2:50][CH2:51][CH3:52])=[CH:41][CH:40]=3)[C:35]3[CH:36]=[CH:37][C:32]([CH2:31][CH2:30][CH2:29][CH2:28][CH2:27][CH2:26][CH2:25][CH3:24])=[CH:33][CH:34]=3)[C:10]3=[N:15][CH:14]=[CH:13][N:12]=[C:11]3[C:16](=[O:18])[O:17]2)=[C:6]([CH3:21])[CH:5]=1)[CH3:2]. Procedure: A mixture containing 3.1 g. of 3-[4-(diethylamino)-2-methylbenzoyl]-2-pyrazinecarboxylic acid, 3.1 g. of 4,4'-dioctyldiphenylamine and 25 ml. of acetic anhydride was stirred in a warm water bath for 3 hours. The reaction mixture was poured into water and the resulting solid was collected and recrystallized from hexane to give 7-[4-(diethylamino)-2-methylphenyl]-7-[bis(4-octylphenyl)amino]furo[3,4-b]pyrazine-5(7H)-one as a light tan solid, m.p. 180°-187° C. A toluene solution of this product cont...